From a dataset of the Open Reaction Database (ORD), a public repository of structured organic reaction records. describe an organic reaction: reactants, conditions, products, and yield Reactants: CC1(OB(OC1(C)C)C1=CC2=C(C3=CC=C(C=C3C(=C2C=C1)C#C[Si](C(C)C)(C(C)C)C(C)C)B1OC(C(O1)(C)C)(C)C)C#C[Si](C(C)C)(C(C)C)C(C)C)C (2,6-bis-(4,4,5,5-tetramethyl-1,3,2-dioxaborolan-2-yl)-9,10-bis-[(triisopropylsilyl)ethynyl]anthracene), BrC1=CC(=CS1)C=O (5-bromothiophene-3-carbaldehyde), C([O-])([O-])=O.[Na+].[Na+] (sodium carbonate). The reagents and catalysts are CCCCCCCC[N+](C)(CCCCCCCC)CCCCCCCC.[Cl-] (ALIQUAT 336), C=1C=CC(=CC1)[P](C=2C=CC=CC2)(C=3C=CC=CC3)[Pd]([P](C=4C=CC=CC4)(C=5C=CC=CC5)C=6C=CC=CC6)([P](C=7C=CC=CC7)(C=8C=CC=CC8)C=9C=CC=CC9)[P](C=1C=CC=CC1)(C=1C=CC=CC1)C=1C=CC=CC1 (Tetrakis(triphenylphosphine)palladium(0)). Solvent: C1(=CC=CC=C1)C (toluene). Run at temperature 90 celsius, time 20 hour. The product is C(=O)C=1C=C(SC1)C1=CC2=C(C3=CC=C(C=C3C(=C2C=C1)C#C[Si](C(C)C)(C(C)C)C(C)C)C=1SC=C(C1)C=O)C#C[Si](C(C)C)(C(C)C)C(C)C (2,6-Bis(4-formyl-thiophene-2-yl)-9,10-bis[(triisopropylsilyl)ethynyl]anthracene). RXN SMILES: CC1(C)C(C)(C)OB([C:9]2[CH:22]=[CH:21][C:20]3[C:11](=[C:12]([C:44]#[C:45][Si:46]([CH:53]([CH3:55])[CH3:54])([CH:50]([CH3:52])[CH3:51])[CH:47]([CH3:49])[CH3:48])[C:13]4[C:18]([C:19]=3[C:23]#[C:24][Si:25]([CH:32]([CH3:34])[CH3:33])([CH:29]([CH3:31])[CH3:30])[CH:26]([CH3:28])[CH3:27])=[CH:17][C:16](B3OC(C)(C)C(C)(C)O3)=[CH:15][CH:14]=4)[CH:10]=2)O1.Br[C:58]1[S:62][CH:61]=[C:60]([CH:63]=[O:64])[CH:59]=1.[C:65](=[O:68])([O-])[O-].[Na+].[Na+]>CCCCCCCC[N+](CCCCCCCC)(CCCCCCCC)C.[Cl-].C1C=CC([P]([Pd]([P](C2C=CC=CC=2)(C2C=CC=CC=2)C2C=CC=CC=2)([P](C2C=CC=CC=2)(C2C=CC=CC=2)C2C=CC=CC=2)[P](C2C=CC=CC=2)(C2C=CC=CC=2)C2C=CC=CC=2)(C2C=CC=CC=2)C2C=CC=CC=2)=CC=1.C1(C)C=CC=CC=1>[CH:63]([C:60]1[CH:59]=[C:58]([C:16]2[CH:15]=[CH:14][C:13]3[C:18](=[C:19]([C:23]#[C:24][Si:25]([CH:32]([CH3:34])[CH3:33])([CH:29]([CH3:31])[CH3:30])[CH:26]([CH3:28])[CH3:27])[C:20]4[C:11]([C:12]=3[C:44]#[C:45][Si:46]([CH:50]([CH3:52])[CH3:51])([CH:47]([CH3:49])[CH3:48])[CH:53]([CH3:54])[CH3:55])=[CH:10][C:9]([C:61]3[S:62][CH:58]=[C:59]([CH:65]=[O:68])[CH:60]=3)=[CH:22][CH:21]=4)[CH:17]=2)[S:62][CH:61]=1)=[O:64] |f:2.3.4,5.6,^1:101,103,122,141|. Procedure details: A 250 mL Schlenk flask is charged with 2,6-bis-(4,4,5,5-tetramethyl-1,3,2-dioxaborolan-2-yl)-9,10-bis-[(triisopropylsilyl)ethynyl]anthracene (2.00 mmol), 5-bromothiophene-3-carbaldehyde (UkrOrgSynthesis Ltd., Kiev, Ukraine) (5.00 mmol), sodium carbonate (10 mmol), ALIQUAT 336 (0.09 g, a mixture of [CH3(CH2)9]3NCH3+Cl− and [CH3(CH2)7]3NCH3+Cl−, used as a phase transfer catalyst), distilled water (25 mL), and toluene (100 mL). The mixture is degassed under a Schlenk line to remove oxygen. Tetrakis... The reactants are CCOC(C)=O, CCO, C#Cc1ccc(Cc2cc(C3(O)OC(CO)C(O)C(O)C3O)ccc2Cl)cc1. Yields the product CCc1ccc(Cc2cc(C3(O)OC(CO)C(O)C(O)C3O)ccc2Cl)cc1. As a reaction SMILES: [CH3:29][CH2:30][O:31][C:32](=[O:33])[CH3:34].[CH3:35][CH2:36][OH:37].[Cl:1][c:2]1[c:3]([CH2:20][c:21]2[cH:22][cH:23][c:24]([C:27]#[CH:28])[cH:25][cH:26]2)[cH:4][c:5]([C:8]2([OH:9])[CH:10]([OH:11])[CH:12]([OH:13])[CH:14]([OH:15])[CH:16]([CH2:18][OH:19])[O:17]2)[cH:6][cH:7]1>>[Cl:1][c:2]1[c:3]([CH2:20][c:21]2[cH:22][cH:23][c:24]([CH2:27][CH3:28])[cH:25][cH:26]2)[cH:4][c:5]([C:8]2([OH:9])[CH:10]([OH:11])[CH:12]([OH:13])[CH:14]([OH:15])[CH:16]([CH2:18][OH:19])[O:17]2)[cH:6][cH:7]1. The reactants are C1(=CC=CC=C1)[Mg]Br (phenylmagnesium bromide), three, C12C(CCC1)O2 (cyclopentene oxide). The reagents and catalysts are [Cu](I)I (copper iodide). Solvent: C1CCOC1 (THF), C1CCOC1 (THF), C1CCOC1 (THF). Yields the product C1(=CC=CC=C1)[C@H]1[C@@H](CCC1)O ((+,−) trans-2-phenyl-cyclopentanol). RXN SMILES: [C:1]1([Mg]Br)[CH:6]=[CH:5][CH:4]=[CH:3][CH:2]=1.[CH:9]12[O:14][CH:10]1[CH2:11][CH2:12][CH2:13]2>C1COCC1.[Cu](I)I>[C:1]1([C@@H:9]2[CH2:13][CH2:12][CH2:11][C@H:10]2[OH:14])[CH:6]=[CH:5][CH:4]=[CH:3][CH:2]=1. Procedure details: Scheme IB, step A: A one liter three necked round bottom flask equipped with a mechanical stirrer, addition funnel, thermometer is charged with 1M THF solution of phenylmagnesium bromide (300 mL, 300.0 mmol) and copper iodide (3.8 g, 20.0 mmol). To this reaction mixture was then added cyclopentene oxide (25.23 g, 300.0 mmol) dissolved in THF (50.0 mL) dropwise over a period of 60 minutes (reaction was quite exothermic, reaching THF reflux by the end of addition). The reaction mixture was then st...